Dataset: the Open Reaction Database (ORD), a public repository of structured organic reaction records. Task: describe an organic reaction: reactants, conditions, products, and yield Starting materials: FC(C=1C=C(C=C(C1)C(F)(F)F)C1=NN(C=N1)\C=C/C(=O)O)(F)F ((Z)-3-(3-(3,5-bis(trifluoromethyl)phenyl)-1H-1,2,4-triazol-1-yl)acrylic acid), C(C)N1CCN(CC1)N (4-ethylpiperazin-1-amine), C(CC)P1(OP(OP(O1)(=O)CCC)(=O)CCC)=O (T3P), CCN(C(C)C)C(C)C (DIPEA). Run in CCOC(=O)C (EtOAc). Run at temperature -40 celsius, time 30 minute. The product is FC(C=1C=C(C=C(C1)C(F)(F)F)C1=NN(C=N1)\C=C/C(=O)NN1CCN(CC1)CC)(F)F ((Z)-3-(3-(3,5-bis(trifluoromethyl)phenyl)-1H-1,2,4-triazol-1-yl)-N-(4-ethylpiperazin-1-yl)acrylamide). The yield is 18.2%. Reaction SMILES: [F:1][C:2]([F:24])([F:23])[C:3]1[CH:4]=[C:5]([C:13]2[N:17]=[CH:16][N:15](/[CH:18]=[CH:19]\[C:20]([OH:22])=O)[N:14]=2)[CH:6]=[C:7]([C:9]([F:12])([F:11])[F:10])[CH:8]=1.[CH2:25]([N:27]1[CH2:32][CH2:31][N:30]([NH2:33])[CH2:29][CH2:28]1)[CH3:26].C(P1(=O)OP(CCC)(=O)OP(CCC)(=O)O1)CC.CCN(C(C)C)C(C)C>CCOC(C)=O>[F:11][C:9]([F:12])([F:10])[C:7]1[CH:6]=[C:5]([C:13]2[N:17]=[CH:16][N:15](/[CH:18]=[CH:19]\[C:20]([NH:33][N:30]3[CH2:31][CH2:32][N:27]([CH2:25][CH3:26])[CH2:28][CH2:29]3)=[O:22])[N:14]=2)[CH:4]=[C:3]([C:2]([F:24])([F:23])[F:1])[CH:8]=1. Reported procedure: A cold (−40° C.) solution of (Z)-3-(3-(3,5-bis(trifluoromethyl)phenyl)-1H-1,2,4-triazol-1-yl)acrylic acid (0.25 g) in EtOAc (20 mL) was treated with 4-ethylpiperazin-1-amine (0.12 g). T3P (50% in EtOAc, 0.84 mL) and DIPEA (0.24 mL) were added simultaneously and the reaction mixture was stirred for 30 min at −40° C. before being quenched with ice-cold water and extracted with EtOAc (3×20 mL). The combined organic extracts were washed with brine, dried over anhydrous Na2SO4 and concentrated under ... Starting materials: C(=O)(O)C1=CC2=C(NN=N2)C=C1 (5-carboxybenzotriazole), amino, C1(CCCCC1)N=C=NC1CCCCC1 (dicyclohexylcarbodiimide). The solvent is CN(C=O)C (dimethylformamide), CN(C=O)C (dimethylformamide). Reaction conditions: time 1 hour. Product: C(=O)(NC1CCCCC1)NC1CCCCC1 (dicyclohexylurea). RXN SMILES: C(C1C=CC2NN=NC=2C=1)(O)=[O:2].[CH:13]1([N:19]=[C:20]=[N:21][CH:22]2[CH2:27][CH2:26][CH2:25][CH2:24][CH2:23]2)[CH2:18][CH2:17][CH2:16][CH2:15][CH2:14]1>CN(C)C=O>[C:20]([NH:19][CH:13]1[CH2:14][CH2:15][CH2:16][CH2:17][CH2:18]1)([NH:21][CH:22]1[CH2:27][CH2:26][CH2:25][CH2:24][CH2:23]1)=[O:2]. Procedure details: In 50 ml of dimethylformamide were dissolved 8.1 g of 5-carboxybenzotriazole and 15.3 g of the amino compound obtained in above step 4-(2) and while stirring the solution at 0° C. in a nitrogen gas atmosphere, 5 ml of dimethylformamide solution containing 10.3 g of dicyclohexylcarbodiimide were added dropwise to the solution over a period of 15 minutes. After stirring the mixture for one hour, the mixture-was further stirred for 2 hours at 25° C. Then, dicyclohexylurea formed was removed by filt... Reactants: ClC1=C(N)C=C(C=C1)[N+](=O)[O-] (2-chloro-5-nitroaniline), COC1=C(N)C=C(C=C1)[N+](=O)[O-] (2-methoxy-5-nitroaniline), C(C)OC(C=C(OCC)OCC)=O (β,β-diethoxyacrylic acid ethyl ester), ClC1=C(C(=CC(=C1)Cl)Cl)NN (2,4,6-trichloro phenylhydrazine). Product: ClC1=C(C(=CC(=C1)Cl)Cl)N1NC(=CC1=O)NC1=C(C=CC(=C1)NC(CCCCCCCCCCCCC)=O)OC (1-(2,4,6-Trichlorophenyl)-3-(2-methoxy-5-n-tetradecanoylaminoanilino)-5-pyrazolone). As a reaction SMILES: Cl[C:2]1[CH:8]=[CH:7][C:6]([N+]([O-])=O)=[CH:5][C:3]=1N.[CH3:12][O:13][C:14]1[CH:20]=[CH:19][C:18]([N+:21]([O-])=O)=[CH:17][C:15]=1[NH2:16].C(O[C:27](=O)[CH:28]=[C:29]([O:33]CC)OCC)C.[Cl:37][C:38]1[CH:43]=[C:42]([Cl:44])[CH:41]=[C:40]([Cl:45])[C:39]=1[NH:46][NH2:47]>>[Cl:37][C:38]1[CH:43]=[C:42]([Cl:44])[CH:41]=[C:40]([Cl:45])[C:39]=1[N:46]1[C:29](=[O:33])[CH:28]=[C:27]([NH:16][C:15]2[CH:17]=[C:18]([NH:21][C:29](=[O:33])[CH2:28][CH2:27][CH2:5][CH2:3][CH2:2][CH2:8][CH2:7][CH2:2][CH2:8][CH2:7][CH2:6][CH2:5][CH3:3])[CH:19]=[CH:20][C:14]=2[O:13][CH3:12])[NH:47]1. Procedure details: Using the same procedure as Method (a) in Synthesis Example 1, in place of 2-chloro-5-nitroaniline, 2-methoxy-5-nitroaniline was reacted with β,β-diethoxyacrylic acid ethyl ester and then the reaction product was further reacted with 2,4,6-trichloro phenylhydrazine to give the desired product having a melting point of 254°C. The reactants are CC1=C(N=CN1)CSCCN (2-[(5-methyl-1H-imidazol-4-yl)methylthio]ethylamine), CC1=C(N=CN1)CSCCNC1=NS(N=C1OC)=O (3-{2-[(5-methyl-1H-imidazol-4-yl)methylthio]ethylamino}-4-methoxy-1,2,5-thiadiazole 1-oxide), CN (methylamine). Yields the product CC1=C(N=CN1)CSCCNC1=NS(N=C1NC)=O (3-{2-[(5-Methyl-1H-imidazol-4-yl)methylthio]ethylamino}-4-methylamino-1,2,5-thiadiazole 1-oxide). RXN SMILES: [CH3:1][C:2]1[NH:6][CH:5]=[N:4][C:3]=1[CH2:7][S:8][CH2:9][CH2:10][NH2:11].CC1NC=NC=1CSC[CH2:21][NH:22][C:23]1[C:27](OC)=[N:26][S:25](=[O:30])[N:24]=1.CN>>[CH3:1][C:2]1[NH:6][CH:5]=[N:4][C:3]=1[CH2:7][S:8][CH2:9][CH2:10][NH:11][C:27]1[C:23]([NH:22][CH3:21])=[N:24][S:25](=[O:30])[N:26]=1. Procedure details: A solution of 3,4-dimethoxy-1,2,5-thiadiazole 1-oxide obtained from the above Step A is reacted with an equimolar amount of 2-[(5-methyl-1H-imidazol-4-yl)methylthio]ethylamine and the resulting 3-{2-[(5-methyl-1H-imidazol-4-yl)methylthio]ethylamino}-4-methoxy-1,2,5-thiadiazole 1-oxide is treated with an excess of methylamine, and the title compound is thereby produced. Starting materials: C(CC(C)C)ON=O (isoamylnitrite), C(C=1C(N)=CC=CC1)(=O)O (anthranilic acid), C(CC(C)C)ON=O (Isoamylnitrite), C(C=1C(N)=CC=CC1)(=O)O (anthranilic acid), ClC1=CC(OC(=C1)C)=O (4-chloro-6-methyl-2-pyrone), OC1=CC(OC(=C1)C)=O (4-hydroxy-6-methyl-2-pyrone), P(=O)(Cl)(Cl)Cl (phosphorusoxychloride), FC(C(=O)O)(F)F (trifluoroacetic acid). The solvent is COCCOC (DME), CCCCCC.C(C)OC(C)=O (n-hexane ethylacetate), COCCOC (DME). The product is ClC=1C=C(C2=CC=CC=C2C1)C (3-chloro-1-methyl-naphthalene). Yield: 55.0%. As a reaction SMILES: [Cl:1][C:2]1[CH:7]=[C:6]([CH3:8])O[C:4](=O)[CH:3]=1.O[C:11]1[CH:16]=[C:15](C)O[C:13](=O)[CH:12]=1.P(Cl)(Cl)(Cl)=O.FC(F)(F)C(O)=O.C(ON=O)CC(C)C.C(O)(=O)C1C(=CC=CC=1)N>COCCOC.CCCCCC.C(OC(=O)C)C>[Cl:1][C:2]1[CH:7]=[C:6]([CH3:8])[C:13]2[C:4]([CH:3]=1)=[CH:15][CH:16]=[CH:11][CH:12]=2 |f:7.8|. Reported procedure: A three-neck round-bottomed flask was equipped with a reflux condenser and two addition funnels. Dry DME(200 ml) was introduced into the flask and 4-chloro-6-methyl-2-pyrone(3.24 g, 22.4 mmol) prepared according to the procedure described in a literature (see: M. J. D. Van Dam et F. KOGL, Recueil 83, 39, 1964) from 4-hydroxy-6-methyl-2-pyrone and phosphorusoxychloride, and trifluoroacetic acid(0.1 ml) were added thereto. Isoamylnitrite(3.15 g, 26.9 mmol) and anthranilic acid(3.69 g, 26.9 mmol) e... Starting materials: FC1=C(C=CC(=C1)I)NC1=C(NC2=C1C=NC=C2)C(=O)N2C[C@@H](CC2)O ([3-(2-fluoro-4-iodo-phenylamino)-1H-pyrrolo[3,2-c]pyridin-2-yl]-((R)-3-hydroxy-pyrrolidin-1-yl)-methanone), Cl.OC[C@@H]1C[C@H](CN1)O ((3R,5S)-5-hydroxymethyl-pyrrolidin-3-ol hydrochloride). The product is FC1=C(C=CC(=C1)I)NC1=C(NC2=C1C=NC=C2)C(=O)N2[C@@H](C[C@H](C2)O)CO ([3-(2-Fluoro-4-iodo-phenylamino)-1H-pyrrolo[3,2-c]pyridin-2-yl]-((2S,4R)-4-hydroxy-2-hydroxymethyl-pyrrolidin-1-yl)-methanone). Reaction SMILES: [F:1][C:2]1[CH:7]=[C:6]([I:8])[CH:5]=[CH:4][C:3]=1[NH:9][C:10]1[C:14]2[CH:15]=[N:16][CH:17]=[CH:18][C:13]=2[NH:12][C:11]=1[C:19]([N:21]1[CH2:25][CH2:24][C@@H:23]([OH:26])[CH2:22]1)=[O:20].Cl.[OH:28][CH2:29][C@H]1NC[C@H](O)C1>>[F:1][C:2]1[CH:7]=[C:6]([I:8])[CH:5]=[CH:4][C:3]=1[NH:9][C:10]1[C:14]2[CH:15]=[N:16][CH:17]=[CH:18][C:13]=2[NH:12][C:11]=1[C:19]([N:21]1[CH2:22][C@H:23]([OH:26])[CH2:24][C@H:25]1[CH2:29][OH:28])=[O:20] |f:1.2|. Procedure details: The title compound was prepared in an analogous fashion to [3-(2-fluoro-4-iodo-phenylamino)-1H-pyrrolo[3,2-c]pyridin-2-yl]-((R)-3-hydroxy-pyrrolidin-1-yl)-methanone, replacing (R)-pyrrolidin-3-ol hydrochloride with (3R,5S)-5-hydroxymethyl-pyrrolidin-3-ol hydrochloride. 1H-NMR (400 MHz, MeOD) 6 ppm 8.62 (d, J=1.02 Hz, 1H), 8.23 (d, J=5.99 Hz, 1H), 7.52-7.35 (m, 2H), 7.34-7.16 (m, 1H), 6.60 (t, J=8.8 Hz, 1H), 4.59-4.42 (m, 1H), 4.35-4.17 (m, 1H), 3.71-3.44 (m, 4H), 2.19-1.90 (m, 2H); LC-MS (method... The yield is 75.0%. The product is C(CCCCCCCCC)(=O)O (n-decanoic acid). Procedure details: A process similar to the instant case is described in the Belgian Patent Specification 734,184 and while this known process may give a good yield of (ar)alkane carboxylic acid, this acid, upon further analysis is found largely to consist of a reaction product in which two carbonyl compounds are bonded to said (ar)alkene per ethylene group of the (ar)alkene one of which compounds can be removed by hydrolysis. If the carbonyl compound is a combination of acetic acid and acetic anhydride, the produ... The solvent is C(C)(=O)O (acetic acid). RXN SMILES: [CH3:1][CH2:2][CH2:3][CH2:4][CH2:5][CH2:6][CH:7]=[CH2:8].C([O:12][C:13](=[O:15])[CH3:14])(=O)C>[O-2].[O-2].[Mn+4].C(O)(=O)C>[C:13]([OH:12])(=[O:15])[CH2:14][CH2:1][CH2:2][CH2:3][CH2:4][CH2:5][CH2:6][CH2:7][CH3:8] |f:2.3.4|. Reagents/catalysts: [O-2].[O-2].[Mn+4] (manganese dioxide). Reactants: C(C)(=O)OC(C)=O (acetic anhydride), CCCCCCC=C (octene-1).